describe an organic reaction: reactants, conditions, products, and yield From a dataset of the Open Reaction Database (ORD), a public repository of structured organic reaction records. The reactants are ClC1=C(C=C(C=C1)NC(=O)NC1=CC=C(C=C1)N1C2=NC=NC(=C2N=C1I)NC)C(F)(F)F (1-(4-chloro-3-(trifluoromethyl)phenyl)-3-[4-(8-iodo-6-(methylamino)purin-9-yl)phenyl]urea), C(C)O (ethanol). The product is ClC1=C(C=C(C=C1)NC(=O)NC1=CC=C(C=C1)N1C2=NC=NC(=C2N=C1OCC)NC)C(F)(F)F (1-(4-Chloro-3-(trifluoromethyl)phenyl)-3-[4-(8-ethoxy-6-(methylamino)purin-9-yl)phenyl]urea). Reaction SMILES: [Cl:1][C:2]1[CH:7]=[CH:6][C:5]([NH:8][C:9]([NH:11][C:12]2[CH:17]=[CH:16][C:15]([N:18]3[C:26](I)=[N:25][C:24]4[C:19]3=[N:20][CH:21]=[N:22][C:23]=4[NH:28][CH3:29])=[CH:14][CH:13]=2)=[O:10])=[CH:4][C:3]=1[C:30]([F:33])([F:32])[F:31].[CH2:34]([OH:36])[CH3:35]>>[Cl:1][C:2]1[CH:7]=[CH:6][C:5]([NH:8][C:9]([NH:11][C:12]2[CH:17]=[CH:16][C:15]([N:18]3[C:26]([O:36][CH2:34][CH3:35])=[N:25][C:24]4[C:19]3=[N:20][CH:21]=[N:22][C:23]=4[NH:28][CH3:29])=[CH:14][CH:13]=2)=[O:10])=[CH:4][C:3]=1[C:30]([F:33])([F:32])[F:31]. Procedure: The title compound can be prepared from 1-(4-chloro-3-(trifluoromethyl)phenyl)-3-[4-(8-iodo-6-(methylamino)purin-9-yl)phenyl]urea and ethanol by using the same techniques as in Example 136.